This data is from the Open Reaction Database (ORD), a public repository of structured organic reaction records. The task is: describe an organic reaction: reactants, conditions, products, and yield Starting materials: Br (hydrobromic acid), COC=1C2=C(CC3=C(C1)C=CC=C3)C=CC(=C2)CC(=O)OC (methyl 11-methoxy-5H-dibenzo[a,d]cycloheptene-2-acetate). Run in O (water). Run at time 2 hour. Product: O=C1C2=C(CC3=C(C1)C=CC=C3)C=CC(=C2)CC(=O)OC (methyl 10,11-dihydro-11-oxo-5H-dibenzo[a,d]cycloheptene-2-acetate). Yield: 88.5%. Reaction SMILES: Br.C[O:3][C:4]1[C:5]2[CH:18]=[C:17]([CH2:19][C:20]([O:22][CH3:23])=[O:21])[CH:16]=[CH:15][C:6]=2[CH2:7][C:8]2[CH:14]=[CH:13][CH:12]=[CH:11][C:9]=2[CH:10]=1>O>[O:3]=[C:4]1[CH2:10][C:9]2[CH:11]=[CH:12][CH:13]=[CH:14][C:8]=2[CH2:7][C:6]2[CH:15]=[CH:16][C:17]([CH2:19][C:20]([O:22][CH3:23])=[O:21])=[CH:18][C:5]1=2. Reported procedure: Six milliliters of 47% hydrobromic acid was added to 0.51 g of methyl 11-methoxy-5H-dibenzo[a,d]cycloheptene-2-acetate obtained in Example 12, and the mixture was stirred at room temperature for 2 hours. After the reaction, water was added to the reaction mixture, and the mixture was extracted with ether. The ethereal layer was washed with a saturated aqueous solution of sodium chloride, and the ether was distilled off. Recrystallization of the residue from n-hexane afforded 0.43 g of methyl 10,... The reactants are ClC1=CC=C(C=C1)C(CCOCCO)C1=CC=C(C=C1)Cl (2-(3,3-bis(4-chlorophenyl)-1-propyloxy) ethanol), C(CCC)[Li] (n-butyllithium), N1C[C@@H](CCC1)C(=O)OCC (ethyl (R)-3-piperidinecarboxylate), C([O-])([O-])=O.[K+].[K+] (potassium carbonate), C1(=CC=C(C=C1)S(=O)(=O)Cl)C (p-Toluenesulphonyl chloride). Run in hexanes, C1CCOC1 (THF). Reaction conditions: temperature 10 celsius, time 1 hour. Yields the product C(C)OC(=O)[C@H]1CN(CCC1)CCOCCC(C1=CC=C(C=C1)Cl)C1=CC=C(C=C1)Cl ((R)-N-(2-(3,3-Bis(4-Chlorophenyl)-1-propyloxy)ethyl)-3-piperidinecarboxylic acid ethyl ester). Yield: 39.9%. Reaction SMILES: [Cl:1][C:2]1[CH:7]=[CH:6][C:5]([CH:8]([C:15]2[CH:20]=[CH:19][C:18]([Cl:21])=[CH:17][CH:16]=2)[CH2:9][CH2:10][O:11][CH2:12][CH2:13]O)=[CH:4][CH:3]=1.C([Li])CCC.C1(C)C=CC(S(Cl)(=O)=O)=CC=1.[NH:38]1[CH2:43][CH2:42][CH2:41][C@@H:40]([C:44]([O:46][CH2:47][CH3:48])=[O:45])[CH2:39]1.C(=O)([O-])[O-].[K+].[K+]>C1COCC1>[CH2:47]([O:46][C:44]([C@@H:40]1[CH2:41][CH2:42][CH2:43][N:38]([CH2:13][CH2:12][O:11][CH2:10][CH2:9][CH:8]([C:5]2[CH:4]=[CH:3][C:2]([Cl:1])=[CH:7][CH:6]=2)[C:15]2[CH:20]=[CH:19][C:18]([Cl:21])=[CH:17][CH:16]=2)[CH2:39]1)=[O:45])[CH3:48] |f:4.5.6|. Reported procedure: A solution of 2-(3,3-bis(4-chlorophenyl)-1-propyloxy) ethanol (3.5 g, 10.8 mmol) in dry THF (25 ml) kept under a nitrogen atmosphere was cooled to 10° C. and a solution of n-butyllithium in hexanes (4.3 ml, 2.5 M) was added dropwise. When addition was complete the reaction mixture was stirred for 1 h at room temperature. p-Toluenesulphonyl chloride (2.1 g, 10.8 mmol) was added and the mixture was stirred at room temperature for 1.5 h. The solvent was evaporated in vacuo and acetone (30 ml) was a...